This data is from the Open Reaction Database (ORD), a public repository of structured organic reaction records. The task is: describe an organic reaction: reactants, conditions, products, and yield Starting materials: C(=O)(O)[O-].[Na+] (NaHCO3), BrC=1C=CC(=NC1)NNC(C(C)C=1N=NC(=CC1)Cl)=O (N′-(5-bromopyridin-2-yl)-2-(6-chloropyridazin-3-yl)propanehydrazide), P(=O)(Cl)(Cl)Cl (phosphoryl trichloride). The solvent is CCOC(=O)C (EtOAc). Yields the product BrC=1C=CC=2N(C1)C(=NN2)C(C)C=2N=NC(=CC2)Cl (6-bromo-3-(1-(6-chloropyridazin-3-yl)ethyl)-[1,2,4]triazolo[4,3-a]pyridine). Yield: 46.4%. Reaction SMILES: [Br:1][C:2]1[CH:3]=[CH:4][C:5]([NH:8][NH:9][C:10](=O)[CH:11]([C:13]2[N:14]=[N:15][C:16]([Cl:19])=[CH:17][CH:18]=2)[CH3:12])=[N:6][CH:7]=1.P(Cl)(Cl)(Cl)=O.C([O-])(O)=O.[Na+]>CCOC(C)=O>[Br:1][C:2]1[CH:3]=[CH:4][C:5]2[N:6]([C:10]([CH:11]([C:13]3[N:14]=[N:15][C:16]([Cl:19])=[CH:17][CH:18]=3)[CH3:12])=[N:9][N:8]=2)[CH:7]=1 |f:2.3|. Procedure details: A solution of N′-(5-bromopyridin-2-yl)-2-(6-chloropyridazin-3-yl)propanehydrazide (5.0 g, 14.02 mmol) and phosphoryl trichloride (100 mL, 1073 mmol) was stirred at 90° C. for 5 hrs. The reaction was cooled, stripped to dryness, and the resulting material was reconstituted in a mixture of EtOAc and saturated NaHCO3 (400 mL, 1:1)). The organic phase was isolated, washed with saturated NaHCO3 (1×100 mL), and dried over MgSO4. The organic phase was removed via rotary evaporation to provide the title... Reactants: C1(CCCCC1)C(C(=O)OCC#CCN(CC)CC1=CC=C(C=C1)OC)(C1=CC=CC=C1)O (4-[N-ethyl-(4-methoxyphenyl)methylamino]-2-butynyl α-cyclohexyl-α-hydroxybenzeneacetate), C(OC(C)Cl)(=O)Cl (α-chloroethyl carbonochloridate), CO (methanol). The solvent is ClC(C)Cl (dichloroethane). Product: C1(CCCCC1)C(C(=O)OCC#CCNCC)(C1=CC=CC=C1)O (4-(ethylamino)-2-butynyl α-cyclohexyl-α-hydroxybenzeneacetate). Reaction SMILES: [CH:1]1([C:7]([OH:33])([C:27]2[CH:32]=[CH:31][CH:30]=[CH:29][CH:28]=2)[C:8]([O:10][CH2:11][C:12]#[C:13][CH2:14][N:15](CC2C=CC(OC)=CC=2)[CH2:16][CH3:17])=[O:9])[CH2:6][CH2:5][CH2:4][CH2:3][CH2:2]1.C(Cl)(=O)OC(Cl)C.CO>ClC(Cl)C>[CH:27]1([C:7]([OH:33])([C:1]2[CH:6]=[CH:5][CH:4]=[CH:3][CH:2]=2)[C:8]([O:10][CH2:11][C:12]#[C:13][CH2:14][NH:15][CH2:16][CH3:17])=[O:9])[CH2:32][CH2:31][CH2:30][CH2:29][CH2:28]1. Reported procedure: reacting said 4-[N-ethyl-(4-methoxyphenyl)methylamino]-2-butynyl α-cyclohexyl-α-hydroxybenzeneacetate sequentially with α-chloroethyl carbonochloridate in dichloroethane, followed by methanol to produce 4-(ethylamino)-2-butynyl α-cyclohexyl-α-hydroxybenzeneacetate (desethyloxybutyin).